The task is: describe an organic reaction: reactants, conditions, products, and yield. This data is from the Open Reaction Database (ORD), a public repository of structured organic reaction records. The reactants are IC1=C(C(C=O)=CC(=C1)Cl)O (3-iodo-5-chlorosalicylaldehyde), C(C)(=O)OC(C)=O (acetic anhydride). Run in C(C)N(CC)CC (triethylamine). Product: ClC=1C=C2C=CC(OC2=C(C1)I)=O (6-chloro-8-iodocoumarin). RXN SMILES: [I:1][C:2]1[CH:9]=[C:8]([Cl:10])[CH:7]=[C:4]([CH:5]=O)[C:3]=1[OH:11].[C:12](OC(=O)C)(=[O:14])[CH3:13]>C(N(CC)CC)C>[Cl:10][C:8]1[CH:7]=[C:4]2[C:3](=[C:2]([I:1])[CH:9]=1)[O:11][C:12](=[O:14])[CH:13]=[CH:5]2. Reported procedure: A mixture of 3-iodo-5-chlorosalicylaldehyde (100 g, 0.354 mole), acetic anhydride (300 mL) and triethylamine (54 mL) was heated at reflux for 18 hours. Upon cooling, the desired coumarin precipitated as a dark brown crystalline material. This was filtered, washed with hexane/ethyl acetate (4:1, 200 mL), and was air dried. Yield: 60 g (55%). Reactants: COC(=O)C1CC(c2ccc(OC(F)(F)F)cc2)CN(C(=O)N2CCC(NC(=O)OC(C)(C)C)CC2)C1, CC(C)(C)[O-], [K+]. Yields the product CC(C)(C)OC(=O)NC1CCN(C(=O)N2CC(C(=O)O)CC(c3ccc(OC(F)(F)F)cc3)C2)CC1. Reaction SMILES: [C:1]([CH3:2])([CH3:3])([CH3:4])[O:5][C:6](=[O:7])[NH:8][CH:9]1[CH2:10][CH2:11][N:12]([C:15](=[O:16])[N:17]2[CH2:18][CH:19]([C:34](=[O:35])[O:36][CH3:37])[CH2:20][CH:21]([c:23]3[cH:24][cH:25][c:26]([O:29][C:30]([F:31])([F:32])[F:33])[cH:27][cH:28]3)[CH2:22]2)[CH2:13][CH2:14]1.[CH3:38][C:39]([CH3:40])([O-:41])[CH3:42].[K+:43]>>[C:1]([CH3:2])([CH3:3])([CH3:4])[O:5][C:6](=[O:7])[NH:8][CH:9]1[CH2:10][CH2:11][N:12]([C:15](=[O:16])[N:17]2[CH2:18][CH:19]([C:34](=[O:35])[OH:36])[CH2:20][CH:21]([c:23]3[cH:24][cH:25][c:26]([O:29][C:30]([F:31])([F:32])[F:33])[cH:27][cH:28]3)[CH2:22]2)[CH2:13][CH2:14]1.